This data is from the Open Reaction Database (ORD), a public repository of structured organic reaction records. The task is: describe an organic reaction: reactants, conditions, products, and yield The reactants are NC1=NC(=NS1)/C(/C(=O)N[C@H]1[C@@H]2N(C(=C(CS2)CO)C(=O)[O-])C1=O)=N/OCC.[Na+] (sodium 7β-[2-(5-amino-1,2,4-thiadiazol-3-yl)-(Z)-2-ethoxyiminoacetamido]-3-hydroxymethyl-3 -cephem-4-carboxylate), C(N)(=N)CSCCN1N=NN=C1S (1-(2-amidinomethylthioethyl)-5-mercapto-1H-tetrazole), ethyl o-phenylenephophate. Run in CN(C)C=O (DMF). Run at temperature -20 celsius. Product: C(N)(=N)CSCCN1N=NN=C1SCC=1CS[C@H]2N(C1C(=O)O)C([C@H]2NC(\C(=N/OCC)\C2=NSC(=N2)N)=O)=O (3-[[1-(2-Amidinomethylthioethyl)-1H-tetrazol-5-yl]thiomethyl]-7β-[2-(5-amino-1,2,4-thiadiazol-3-yl)-(Z) -2-ethoxyiminoacetamido]-3-cephem-4-carboxylic acid). Yield: 31.6%. Reaction SMILES: [NH2:1][C:2]1[S:6][N:5]=[C:4](/[C:7](=[N:25]/[O:26][CH2:27][CH3:28])/[C:8]([NH:10][C@@H:11]2[C:23](=[O:24])[N:13]3[C:14]([C:20]([O-:22])=[O:21])=[C:15]([CH2:18]O)[CH2:16][S:17][C@H:12]23)=[O:9])[N:3]=1.[Na+].[C:30]([CH2:33][S:34][CH2:35][CH2:36][N:37]1[C:41]([SH:42])=[N:40][N:39]=[N:38]1)(=[NH:32])[NH2:31]>CN(C=O)C>[C:30]([CH2:33][S:34][CH2:35][CH2:36][N:37]1[C:41]([S:42][CH2:18][C:15]2[CH2:16][S:17][C@@H:12]3[C@H:11]([NH:10][C:8](=[O:9])/[C:7](/[C:4]4[N:3]=[C:2]([NH2:1])[S:6][N:5]=4)=[N:25]\[O:26][CH2:27][CH3:28])[C:23](=[O:24])[N:13]3[C:14]=2[C:20]([OH:22])=[O:21])=[N:40][N:39]=[N:38]1)(=[NH:31])[NH2:32] |f:0.1|. Reported procedure: To a solution of sodium 7β-[2-(5-amino-1,2,4-thiadiazol-3-yl)-(Z)-2-ethoxyiminoacetamido]-3-hydroxymethyl-3 -cephem-4-carboxylate (360 mg) and 1-(2-amidinomethylthioethyl)-5-mercapto-1H-tetrazole (262 mg) in 8 ml of DMF was added 1.0 g of ethyl o-phenylenephophate under stirring at -20° C. After stirring under ice-cooling for 1.5 hours, the reaction mixture was subjected to a column chromatography (silica gel, 100 g), being washed with acetonitrile and eluted with acetonitrile/water (4:1). The e... Reactants: Cl (HCl), C(C)OC(=O)C1=C(C2=C(N=C(N=C2)NC2=NC=C(C=C2)N2CCN(CC2)C(=O)OC(C)(C)C)N(C1=O)C1CCCC1)C (2-[5-(4-tert-butoxycarbonyl-piperazin-1-yl)-pyridin-2-ylamino]-8-cyclopentyl-5-methyl-7-oxo-7,8-dihydro-pyrido[2,3-d]pyrimidine-6-carboxylic acid ethyl ester), C(C)OCC (Diethyl ether). Solvent: C(Cl)Cl.CCO (CH2Cl2 EtOH). Conditions: time 24 hour. Yields the product Cl.C(C)OC(=O)C1=C(C2=C(N=C(N=C2)NC2=NC=C(C=C2)N2CCNCC2)N(C1=O)C1CCCC1)C (8-cyclopentyl-5-methyl-7-oxo-2-(5-piperazin-1-yl-pyridin-2-ylamino)-7,8-dihydro-pyrido[2,3-d]pyrimidine-6-carboxylic acid ethyl ester hydrochloride). Reaction SMILES: [ClH:1].[CH2:2]([O:4][C:5]([C:7]1[C:36](=[O:37])[N:35]([CH:38]2[CH2:42][CH2:41][CH2:40][CH2:39]2)[C:10]2[N:11]=[C:12]([NH:15][C:16]3[CH:21]=[CH:20][C:19]([N:22]4[CH2:27][CH2:26][N:25](C(OC(C)(C)C)=O)[CH2:24][CH2:23]4)=[CH:18][N:17]=3)[N:13]=[CH:14][C:9]=2[C:8]=1[CH3:43])=[O:6])[CH3:3].C(OCC)C>C(Cl)Cl.CCO>[ClH:1].[CH2:2]([O:4][C:5]([C:7]1[C:36](=[O:37])[N:35]([CH:38]2[CH2:42][CH2:41][CH2:40][CH2:39]2)[C:10]2[N:11]=[C:12]([NH:15][C:16]3[CH:21]=[CH:20][C:19]([N:22]4[CH2:23][CH2:24][NH:25][CH2:26][CH2:27]4)=[CH:18][N:17]=3)[N:13]=[CH:14][C:9]=2[C:8]=1[CH3:43])=[O:6])[CH3:3] |f:3.4,5.6|. Procedure: Anhydrous HCl gas was bubbled through a solution of 2-[5-(4-tert-butoxycarbonyl-piperazin-1-yl)-pyridin-2-ylamino]-8-cyclopentyl-5-methyl-7-oxo-7,8-dihydro-pyrido[2,3-d]pyrimidine-6-carboxylic acid ethyl ester (50 mg, 0.086 mmol, prepared as in Example 30) in CH2Cl2/EtOH at room temperature and the reaction was stirred for 24 h. Diethyl ether was added to the reaction mixture and a solid precipitated which was isolated and dried to 8-cyclopentyl-5-methyl-7-oxo-2-(5-piperazin-1-yl-pyridin-2-ylami... Reactants: ClC1=C(C(=O)OC(C)C)C=C(C(=C1)F)NC(=O)NC(=CC(=O)OCC)CCC (isopropyl 2-chloro-4-fluoro-5-{3-[2-(ethoxycarbonyl)-1-propylvinyl]ureido}-benzoate), [Na] (sodium). The solvent is C(C)(C)O (isopropanol). Product: ClC1=C(C(=O)OC(C)C)C=C(C(=C1)F)N1C(NC(=CC1=O)CCC)=O (isopropyl 2-chloro-4-fluoro-5-[3,6-dihydro-4-propyl-2,6-dioxo-1(2H)-pyrimidinyl]-benzoate). RXN SMILES: [Cl:1][C:2]1[CH:13]=[C:12]([F:14])[C:11]([NH:15][C:16]([NH:18][C:19]([CH2:26][CH2:27][CH3:28])=[CH:20][C:21](OCC)=[O:22])=[O:17])=[CH:10][C:3]=1[C:4]([O:6][CH:7]([CH3:9])[CH3:8])=[O:5].[Na]>C(O)(C)C>[Cl:1][C:2]1[CH:13]=[C:12]([F:14])[C:11]([N:15]2[C:21](=[O:22])[CH:20]=[C:19]([CH2:26][CH2:27][CH3:28])[NH:18][C:16]2=[O:17])=[CH:10][C:3]=1[C:4]([O:6][CH:7]([CH3:9])[CH3:8])=[O:5] |^1:28|. Reported procedure: using isopropyl 2-chloro-4-fluoro-5-{3-[2-(ethoxycarbonyl)-1-propylvinyl]ureido}-benzoate with sodium isopropylate in isopropanol there is obtained isopropyl 2-chloro-4-fluoro-5-[3,6-dihydro-4-propyl-2,6-dioxo-1(2H)-pyrimidinyl]-benzoate, m.p. 192°-193° C., The reactants are [Br-], Cc1ccccc1, [K+], O=C(O)c1cc([N+](=O)[O-])cc2sc3ccccc3c(=O)c12. Product: COC(=O)c1cc([N+](=O)[O-])cc2sc3ccccc3c(=O)c12. Reaction SMILES: [Br-:22].[CH3:24][c:25]1[cH:26][cH:27][cH:28][cH:29][cH:30]1.[K+:23].[N+:1](=[O:2])([O-:3])[c:4]1[cH:5][c:6]([C:19](=[O:20])[OH:21])[c:7]2[c:8](=[O:18])[c:9]3[cH:10][cH:11][cH:12][cH:13][c:14]3[s:15][c:16]2[cH:17]1>>[N+:1](=[O:2])([O-:3])[c:4]1[cH:5][c:6]([C:19](=[O:20])[O:21][CH3:24])[c:7]2[c:8](=[O:18])[c:9]3[cH:10][cH:11][cH:12][cH:13][c:14]3[s:15][c:16]2[cH:17]1. Reactants: FC(C(=O)NC1(CC(C1)C)C1=CC=C(C=C1)C1=NC=2C=CN3C(C2C=C1C1=CC=CC=C1)=NN=C3C3=NC=CC=N3)(F)F (2,2,2-trifluoro-N-(3-methyl-1-{-4-[9-phenyl-3-(2-pyrimidinyl)[1,2,4]triazolo[3,4-f]-1,6-naphthyridin-8-yl]phenyl}cyclobutyl)acetamide), [OH-].[Na+] (NaOH). The solvent is CCO (EtOH), C(Cl)(Cl)Cl (CHCl3). Conditions: temperature 70 celsius, time 15 hour. The product is CC1CC(C1)(N)C1=CC=C(C=C1)C1=NC=2C=CN3C(C2C=C1C1=CC=CC=C1)=NN=C3C3=NC=CC=N3 (3-methyl-1-{4-[9-phenyl-3-(2-pyrimidinyl)[1,2,4]triazolo[3,4-f]-1,6-naphthyridin-8-yl]phenyl}cyclobutanamine). As a reaction SMILES: FC(F)(F)C([NH:5][C:6]1([C:11]2[CH:16]=[CH:15][C:14]([C:17]3[C:26]([C:27]4[CH:32]=[CH:31][CH:30]=[CH:29][CH:28]=4)=[CH:25][C:24]4[C:23]5=[N:33][N:34]=[C:35]([C:36]6[N:41]=[CH:40][CH:39]=[CH:38][N:37]=6)[N:22]5[CH:21]=[CH:20][C:19]=4[N:18]=3)=[CH:13][CH:12]=2)[CH2:9][CH:8]([CH3:10])[CH2:7]1)=O.[OH-].[Na+]>CCO.C(Cl)(Cl)Cl>[CH3:10][CH:8]1[CH2:7][C:6]([C:11]2[CH:16]=[CH:15][C:14]([C:17]3[C:26]([C:27]4[CH:32]=[CH:31][CH:30]=[CH:29][CH:28]=4)=[CH:25][C:24]4[C:23]5=[N:33][N:34]=[C:35]([C:36]6[N:41]=[CH:40][CH:39]=[CH:38][N:37]=6)[N:22]5[CH:21]=[CH:20][C:19]=4[N:18]=3)=[CH:13][CH:12]=2)([NH2:5])[CH2:9]1 |f:1.2|. Procedure: A mixture of 2,2,2-trifluoro-N-(3-methyl-1-{-4-[9-phenyl-3-(2-pyrimidinyl)[1,2,4]triazolo[3,4-f]-1,6-naphthyridin-8-yl]phenyl}cyclobutyl)acetamide (4-12) (3.3 mg, 0.006 mmol) and NaOH (5M in water, 0.30 mL) in EtOH (3 mL) was stirred at 70° C. for 15 hours. The mixture was diluted with CHCl3, washed with water and brine, dried (MgSO4), filtered, and the solvent was removed under reduced pressure. The residue was purified by preparative TLC eluting with 10% MeOH in CHCl3 to give 3-methyl-1-{-4-[9... The reactants are FC1=C(OC2=C3C(=NC=C2)C=C(S3)C=3C=NN(C3)CC=O)C=CC(=C1)[N+](=O)[O-] (2-(4-(7-(2-fluoro-4-nitrophenoxy)thieno[3,2-b]pyridin-2-yl)-1H-pyrazol-1-yl)acetaldehyde), CC(=O)O (HOAc), CNCCO (2-(methylamino)ethanol), C(C)(=O)O[BH-](OC(C)=O)OC(C)=O.[Na+] (Sodium triacetoxyborohydride). Run in C(Cl)Cl (DCM), C(=O)(O)[O-].[Na+] (NaHCO3), C(=O)(O)[O-].[Na+] (NaHCO3). The product is FC1=C(OC2=C3C(=NC=C2)C=C(S3)C=3C=NN(C3)CCN(CCO)C)C=CC(=C1)[N+](=O)[O-] (2-((2-(4-(7-(2-fluoro-4-nitrophenoxy)thieno[3,2-b]pyridin-2-yl)-1H-pyrazol-1-yl)ethyl)(methyl)amino)ethanol). The yield is 100.0%. Reaction SMILES: [F:1][C:2]1[CH:25]=[C:24]([N+:26]([O-:28])=[O:27])[CH:23]=[CH:22][C:3]=1[O:4][C:5]1[CH:10]=[CH:9][N:8]=[C:7]2[CH:11]=[C:12]([C:14]3[CH:15]=[N:16][N:17]([CH2:19][CH:20]=O)[CH:18]=3)[S:13][C:6]=12.CC(O)=O.[CH3:33][NH:34][CH2:35][CH2:36][OH:37].C(O[BH-](OC(=O)C)OC(=O)C)(=O)C.[Na+]>C(Cl)Cl.C([O-])(O)=O.[Na+]>[F:1][C:2]1[CH:25]=[C:24]([N+:26]([O-:28])=[O:27])[CH:23]=[CH:22][C:3]=1[O:4][C:5]1[CH:10]=[CH:9][N:8]=[C:7]2[CH:11]=[C:12]([C:14]3[CH:15]=[N:16][N:17]([CH2:19][CH2:20][N:34]([CH3:33])[CH2:35][CH2:36][OH:37])[CH:18]=3)[S:13][C:6]=12 |f:3.4,6.7|. Procedure details: To a solution of 146 (810 mg, 2.033 mmol) in DCM (40 mL) was added HOAc (0.233 mL, 4.07 mmol) and 2-(methylamino)ethanol (305 mg, 4.07 mmol), and the reaction mixture was stirred at RT for an hour. Sodium triacetoxyborohydride (1.293 g, 6.10 mmol) was added and the mixture was stirred at RT overnight. The mixture was then diluted with saturated NaHCO3 solution then solid NaHCO3 was added to neutralize the acid. The DCM layer was collected, dried over anhydrous Na2SO4, filtered and concentrated t... Starting materials: 24.2, C(C)(=O)OCC1=CC(=CC=C1)OC1=CC=CC=C1 (m-phenoxybenzyl acetate), CC1(C(C1C=C(Cl)Cl)C(=O)OCC)C (ethyl 2,2-dimethyl-3-(2'-,2'-dichlorovinyl)-cyclopropanecarboxylate). Reagents/catalysts: CCO.CCO.CCO.CCO.[Ti] (tetraethyl titanate). The solvent is C1(=CC=CC=C1)C (toluene). The product is 26.85, CC1(C(C1C=C(Cl)Cl)C(=O)OCC1=CC(=CC=C1)OC1=CC=CC=C1)C (m-phenoxybenzyl 2,2-dimethyl-3-(2',2'-dichlorovinyl)-cyclopropanecarboxylate). RXN SMILES: [C:1]([O:4][CH2:5][C:6]1[CH:11]=[CH:10][CH:9]=[C:8]([O:12][C:13]2[CH:18]=[CH:17][CH:16]=[CH:15][CH:14]=2)[CH:7]=1)(=[O:3])[CH3:2].C[C:20]1(C)[CH:22]([CH:23]=[C:24]([Cl:26])[Cl:25])[CH:21]1[C:27](OCC)=O>CCO.CCO.CCO.CCO.[Ti].C1(C)C=CC=CC=1>[CH3:20][C:21]1([CH3:27])[CH:22]([CH:23]=[C:24]([Cl:26])[Cl:25])[CH:2]1[C:1]([O:4][CH2:5][C:6]1[CH:11]=[CH:10][CH:9]=[C:8]([O:12][C:13]2[CH:18]=[CH:17][CH:16]=[CH:15][CH:14]=2)[CH:7]=1)=[O:3] |f:2.3.4.5.6|. Reported procedure: A solution of 24.2 parts of m-phenoxybenzyl acetate, 28.4 parts of ethyl 2,2-dimethyl-3-(2'-,2'-dichlorovinyl)-cyclopropanecarboxylate (cis:trans ratio, 58/42) and 1.3 parts of tetraethyl titanate in 200 parts of dry toluene was stirred and heated at the boiling point. The azeotrope of ethyl acetate and toluene was removed by distillation at the rate of 50 parts per hour while maintaining the reaction volume by the addition of fresh toluene. After 4 hours 5 parts of water were added and precipit... The reactants are [BH4-], CCOC(C)=O, CO, COC(=O)C(C)Oc1cccc(C=O)c1, [Na+], O. Product: COC(=O)C(C)Oc1cccc(CO)c1. As a reaction SMILES: [BH4-:16].[CH3:18][CH2:19][O:20][C:21](=[O:22])[CH3:23].[CH3:25][OH:26].[CH:1](=[O:2])[c:3]1[cH:4][c:5]([O:6][CH:7]([C:8](=[O:9])[O:10][CH3:11])[CH3:12])[cH:13][cH:14][cH:15]1.[Na+:17].[OH2:24]>>[CH2:1]([OH:2])[c:3]1[cH:4][c:5]([O:6][CH:7]([C:8](=[O:9])[O:10][CH3:11])[CH3:12])[cH:13][cH:14][cH:15]1. Reactants: C1=C(C=CC2=CC=CC=C12)C(=O)O (2-naphthoic acid), C=O (formaldehyde). Yields the product C1=C(C=CC2=CC=CC=C12)C(=O)O.C=O (2-naphthoic acid formaldehyde). As a reaction SMILES: [CH:1]1[C:10]2[C:5](=[CH:6][CH:7]=[CH:8][CH:9]=2)[CH:4]=[CH:3][C:2]=1[C:11]([OH:13])=[O:12].[CH2:14]=[O:15]>>[CH:1]1[C:10]2[C:5](=[CH:6][CH:7]=[CH:8][CH:9]=2)[CH:4]=[CH:3][C:2]=1[C:11]([OH:13])=[O:12].[CH2:14]=[O:15] |f:2.3|. Procedure details: Using the same procedure as described in Example 1, 2-naphthoic acid and 37% formaldehyde are reacted to afford the 2-naphthoic acid/formaldehyde polymer, which is then neutralized with sodium hydroxide to give the water soluble, polymeric sodium salt. The product is FC=1C=CC(=C(C1)C(=O)N1C(OCCC1)CC=1C=NN(C1)C1=NC=C(C=C1)F)I ((±)-(5-Fluoro-2-iodophenyl)(2-{[1-(5-fluoropyridin-2-yl)-1H-pyrazol-4-yl]methyl}-1,3-oxazinan-3-yl)methanone). Reaction SMILES: [F:1][C:2]1[CH:3]=[CH:4][C:5]([N:8]2[CH:12]=[C:11]([CH2:13][CH2:14][OH:15])[CH:10]=[N:9]2)=[N:6][CH:7]=1.[F:16][C:17]1[CH:18]=[CH:19][C:20]([I:26])=[C:21]([CH:25]=1)[C:22]([OH:24])=O>>[F:16][C:17]1[CH:18]=[CH:19][C:20]([I:26])=[C:21]([C:22]([N:6]2[CH2:5][CH2:4][CH2:3][O:15][CH:14]2[CH2:13][C:11]2[CH:10]=[N:9][N:8]([C:5]3[CH:4]=[CH:3][C:2]([F:1])=[CH:7][N:6]=3)[CH:12]=2)=[O:24])[CH:25]=1. The reactants are FC=1C=CC(=NC1)N1N=CC(=C1)CCO (2-[1-(5-fluoropyridin-2-yl)-1H-pyrazol-4-yl]ethanol), Example 22, FC=1C=CC(=C(C(=O)O)C1)I (5-fluoro-2-iodobenzoic acid). Procedure details: By using 2-[1-(5-fluoropyridin-2-yl)-1H-pyrazol-4-yl]ethanol obtained in Reference Example 22 (0.21 g, 1.0 mmol) and 5-fluoro-2-iodobenzoic acid (0.16 g, 0.60 mmol), the same procedure as in Reference Example 25 was carried out to obtain the title compound (0.15 g) (pale yellow oil).